From a dataset of the Open Reaction Database (ORD), a public repository of structured organic reaction records. describe an organic reaction: reactants, conditions, products, and yield The reactants are O=C([O-])O, CCO, CCOC(=O)C(F)Oc1cc2c(c(Cl)c1Cl)C1=CC(=O)CCC1(CC)C2, [Na+], O. The product is CCC12CCC(=O)C=C1c1c(cc(OC(F)C(=O)O)c(Cl)c1Cl)C2. Reaction SMILES: [C:27](=[O:28])([OH:29])[O-:30].[CH3:32][CH2:33][OH:34].[F:1][CH:2]([C:3](=[O:4])[O:5][CH2:6][CH3:7])[O:8][c:9]1[c:10]([Cl:26])[c:11]([Cl:25])[c:12]2[c:20]([cH:21]1)[CH2:19][C:18]1([CH2:22][CH3:23])[C:13]2=[CH:14][C:15](=[O:24])[CH2:16][CH2:17]1.[Na+:31].[OH2:35]>>[F:1][CH:2]([C:3](=[O:4])[OH:5])[O:8][c:9]1[c:10]([Cl:26])[c:11]([Cl:25])[c:12]2[c:20]([cH:21]1)[CH2:19][C:18]1([CH2:22][CH3:23])[C:13]2=[CH:14][C:15](=[O:24])[CH2:16][CH2:17]1. Reactants: Cl.ClCC(OCC)=N (Ethyl 2-chloroethanimidoate hydrochloride), NC=1C=NC2=CC=CC=C2C1NC(CC(=O)OCC)C (ethyl 3-[(3-aminoquinolin-4-yl)amino]butanoate), Cl.ClCC(OCC)=N (ethyl 2-chloroethanimidoate hydrochloride). Run in C(Cl)(Cl)Cl (chloroform), C(Cl)(Cl)Cl (chloroform). Conditions: time 3 day. Yields the product ClCC=1N(C2=C(C=NC=3C=CC=CC23)N1)C(CC(=O)OCC)C (ethyl 3-[2-(chloromethyl)-1H-imidazo[4,5-c]quinolin-1-yl]butanoate). Isolated yield 97.7%. RXN SMILES: Cl.[Cl:2][CH2:3][C:4](=N)OCC.[NH2:9][C:10]1[CH:11]=[N:12][C:13]2[C:18]([C:19]=1[NH:20][CH:21]([CH3:28])[CH2:22][C:23]([O:25][CH2:26][CH3:27])=[O:24])=[CH:17][CH:16]=[CH:15][CH:14]=2>C(Cl)(Cl)Cl>[Cl:2][CH2:3][C:4]1[N:20]([CH:21]([CH3:28])[CH2:22][C:23]([O:25][CH2:26][CH3:27])=[O:24])[C:19]2[C:18]3[CH:17]=[CH:16][CH:15]=[CH:14][C:13]=3[N:12]=[CH:11][C:10]=2[N:9]=1 |f:0.1|. Procedure: Ethyl 2-chloroethanimidoate hydrochloride (10.8 g, 68.4 mmol) was added to a solution of ethyl 3-[(3-aminoquinolin-4-yl)amino]butanoate (9.41 g, 34.4 mmol) in chloroform (130 mL), and the reaction was stirred at room temperature for three days and then heated at reflux for two hours. An analysis by liquid chromatography/mass spectrometry (LC/MS) indicated the presence of starting material, and additional ethyl 2-chloroethanimidoate hydrochloride (2.7 g) was added. The reaction was heated at refl... Reactants: CC1=CN=C(N1CC=C(C)C)[N+](=O)[O-] (1-(5-methyl-2-nitro-1H-imidazol-1-yl)-3-methyl-2-butene), [N+](=O)(OCCC(C)C)[O-] (isoamyl nitrate), Cl (HCl). The product is ClC(C(CN1C(=NC=C1C)[N+](=O)[O-])N=O)(C)C (3-Chloro-3-methyl-2-nitroso-1-(5-methyl-2-nitro-1H-imidazol-1-yl) butane). The yield is 60.0%. RXN SMILES: [CH3:1][C:2]1[N:6]([CH2:7][CH:8]=[C:9]([CH3:11])[CH3:10])[C:5]([N+:12]([O-:14])=[O:13])=[N:4][CH:3]=1.[N+:15]([O-:23])(OCCC(C)C)=O.[ClH:24]>>[Cl:24][C:9]([CH3:11])([CH3:10])[CH:8]([N:15]=[O:23])[CH2:7][N:6]1[C:2]([CH3:1])=[CH:3][N:4]=[C:5]1[N+:12]([O-:14])=[O:13]. Procedure: 3-Chloro-3-methyl-2-nitroso-1-(5-methyl-2-nitro-1H-imidazol-1-yl) butane was prepared in 60% yield from 1-(5-methyl-2-nitro-1H-imidazol-1-yl)-3-methyl-2-butene (1.0 g, 5.12 mmol, Example 27), isoamyl nitrate (5.0 mL) and concentrated HCl (5.0 mL) following the procedure described for the preparation of its positional isomer (Example 27B) as a light blue solid; mp. 102-105° C. (decomp); 1H NMR (DMSO-d6) δ 1.73 [s, 6H, C(CH3)2], 2.32(s, 3H, imi-CH3), 5.53(s, 2H, NCH2), 6.97 ( s. 1H, imi-CH) and 11... The reactants are ice water, C1(=CC=CC=C1)CN1N=CC=C1NC=1C(C(=O)O)=CC=CC1 (N-(1-phenylmethylpyrazol-5-yl) anthranilic acid), O=P(Cl)(Cl)Cl (POCl3), [NH4+].[OH-] (NH4OH). The product is C1(=CC=CC=C1)CN1N=CC=2C1=NC1=CC=CC=C1C2Cl (1-phenylmethyl-4-chloro-1H-pyrazolo[3,4-b]quinoline). As a reaction SMILES: [C:1]1([CH2:7][N:8]2[C:12]([NH:13][C:14]3[C:15](=[CH:19][CH:20]=[CH:21][CH:22]=3)[C:16](O)=O)=[CH:11][CH:10]=[N:9]2)[CH:6]=[CH:5][CH:4]=[CH:3][CH:2]=1.[NH4+].[OH-].O=P(Cl)(Cl)[Cl:27]>>[C:1]1([CH2:7][N:8]2[C:12]3=[N:13][C:14]4[C:15]([C:16]([Cl:27])=[C:11]3[CH:10]=[N:9]2)=[CH:19][CH:20]=[CH:21][CH:22]=4)[CH:6]=[CH:5][CH:4]=[CH:3][CH:2]=1 |f:1.2|. Reported procedure: A mixture of N-(1-phenylmethylpyrazol-5-yl) anthranilic acid (6 g) and POCl3 (60 ml) was heated on a steam bath overnight. The reaction mixture was poured into ice-water, neutralized with NH4OH and the precipitate which formed was collected by filtration, washed with water and dried to afford 5 g of 1-phenylmethyl-4-chloro-1H-pyrazolo[3,4-b]quinoline, as a light brown powder.